The task is: describe an organic reaction: reactants, conditions, products, and yield. This data is from the Open Reaction Database (ORD), a public repository of structured organic reaction records. The reactants are CN1CCN(CC1)CC(=O)OC (2-(4-methyl-1-piperazinyl)acetic acid, methyl ester), O.NN (hydrazine monohydrate). Run in C(C)O (ethanol). The product is CN1CCN(CC1)CC(=O)NN (2-(4-methyl-1-piperazinyl)acetic acid, hydrazide). RXN SMILES: [CH3:1][N:2]1[CH2:7][CH2:6][N:5]([CH2:8][C:9]([O:11]C)=O)[CH2:4][CH2:3]1.O.[NH2:14][NH2:15]>C(O)C>[CH3:1][N:2]1[CH2:3][CH2:4][N:5]([CH2:8][C:9]([NH:14][NH2:15])=[O:11])[CH2:6][CH2:7]1 |f:1.2|. Procedure: A solution of 2-(4-methyl-1-piperazinyl)acetic acid, methyl ester (16.3 g., 0.0946 mole) and hydrazine monohydrate (7.0 ml., 0.142 mole) in ethanol (100 ml.) was refluxed for 17 hours and the solvent was removed under vacuum. The residue was triturated with ether with cooling at -78° and the resulting solid was filtered. The product was triturated again with ether-ethyl acetate to give 2-(4-methyl-1-piperazinyl)acetic acid, hydrazide as a solid melting at 87°-89° C. (8.94 g., 55%). Starting materials: ClCC(=O)Cl (2-Chloroacetyl chloride), NC(CO)(C)C1=CC(=CC=C1)Br (2-amino-2-(3-bromo-phenyl)-propan-1-ol), C(=O)([O-])[O-].[K+].[K+] (K2CO3). Run in ClCCl (dichloromethane). Product: BrC=1C=C(C=CC1)C(CO)(C)NC(CCl)=O (N-[1-(3-Bromo-phenyl)-2-hydroxy-1-methyl-ethyl]-2-chloro-acetamide). RXN SMILES: [Cl:1][CH2:2][C:3](Cl)=[O:4].[NH2:6][C:7]([C:11]1[CH:16]=[CH:15][CH:14]=[C:13]([Br:17])[CH:12]=1)([CH3:10])[CH2:8][OH:9].C([O-])([O-])=O.[K+].[K+]>ClCCl>[Br:17][C:13]1[CH:12]=[C:11]([C:7]([NH:6][C:3](=[O:4])[CH2:2][Cl:1])([CH3:10])[CH2:8][OH:9])[CH:16]=[CH:15][CH:14]=1 |f:2.3.4|. Procedure: 2-Chloroacetyl chloride (2.24 g, 19.8 mmol) was added dropwise at 0° C. to a suspension of 2-amino-2-(3-bromo-phenyl)-propan-1-ol (3.8 g, 16.5 mmol), K2CO3 (4.55 g, 33 mmol) and dichloromethane (40 ml). The mixture was allowed to warm to room temperature over a period of approximately 3 h, washed with 1N hydrochloric acid and brine, dried with Na2SO4 and evaporated in vacuo to yield the crude title compound. 1H-NMR (400 MHz, CDCl3): 7.43 (m, 2H), 7.23 (m, 2H), 4.10-4.03 (m, 4H), 1.71 (s, 3H). Starting materials: Cl.C(CCCC)C1=CC=C(C=C1)C1=NC=C(C=N1)C(=N)N (2-(p-pentylphenyl)-5-pyrimidinecarboxamidine hydrochloride), α-propyl -β-dimethylaminoacrolein, [OH-].[Na+] (NaOH). Run in CO (methanol). Conditions: time 2 hour. Product: C(CCCC)C1=CC=C(C=C1)C1=NC=C(C=N1)C1=NC=C(C=N1)CCC (2-(p-pentylphenyl)-5'-propyl-5,2'-bipyrimidinyl). The yield is 120.0%. RXN SMILES: [OH-].[Na+].Cl.[CH2:4]([C:9]1[CH:14]=[CH:13][C:12]([C:15]2[N:20]=[CH:19][C:18]([C:21]([NH2:23])=[NH:22])=[CH:17][N:16]=2)=[CH:11][CH:10]=1)[CH2:5][CH2:6][CH2:7][CH3:8]>CO>[CH2:4]([C:9]1[CH:10]=[CH:11][C:12]([C:15]2[N:20]=[CH:19][C:18]([C:21]3[N:23]=[CH:14][C:9]([CH2:4][CH2:5][CH3:6])=[CH:10][N:22]=3)=[CH:17][N:16]=2)=[CH:13][CH:14]=1)[CH2:5][CH2:6][CH2:7][CH3:8] |f:0.1,2.3|. Procedure: To a solution of NaOH (0.8 g, 0.02 mol) dissolved in dry methanol (30 ml) were added 2-(p-pentylphenyl)-5-pyrimidinecarboxamidine hydrochloride (3.0 g, 0.01 mol) and α-propyl -β-dimethylaminoacrolein (1.4 g, 0.01 mol), followed by boiling with stirring for 2 hours and then distilling off methanol. Water (100 ml) and toluene (100 ml) were added to the reaction residue to extract the product, followed by washing the extraction liquor with water, drying the toluene layer over anhydrous sodium sulfa... Reactants: BrCC1=CC(=C(C=C1)Cl)C(F)(F)F (4-bromomethyl-1-chloro-2-trifluoromethyl-benzene), [C-]#N.[Na+] (sodium cyanide). Run in CS(=O)C (DMSO). Conditions: temperature 50 celsius. Product: ClC1=C(C=C(C=C1)CC#N)C(F)(F)F ((4-chloro-3-trifluoromethyl-phenyl)-acetonitrile). RXN SMILES: Br[CH2:2][C:3]1[CH:8]=[CH:7][C:6]([Cl:9])=[C:5]([C:10]([F:13])([F:12])[F:11])[CH:4]=1.[C-:14]#[N:15].[Na+]>CS(C)=O>[Cl:9][C:6]1[CH:7]=[CH:8][C:3]([CH2:2][C:14]#[N:15])=[CH:4][C:5]=1[C:10]([F:13])([F:12])[F:11] |f:1.2|. Reported procedure: 3.94 g of 4-bromomethyl-1-chloro-2-trifluoromethyl-benzene (14.4 mmol) and 1.06 g sodium cyanide (21.6 mmol) were suspended in 12 ml DMSO under argon and stirring and heated to 50° C. for 1 h. The reaction mixture was then poured on water/ice and extracted four times with DCM. The combined organic phases were washed with water, dried with magnesium sulfate, filtered and concentrated in vacuo, leading to 3.188 g of (4-chloro-3-trifluoromethyl-phenyl)-acetonitrile as a dark red oil, which was dire...